From a dataset of the Open Reaction Database (ORD), a public repository of structured organic reaction records. describe an organic reaction: reactants, conditions, products, and yield Reactants: FC(C(CC(=O)C1=CC(=C(C=C1)C=1OC=CC1)C)=O)(F)F (4,4,4-trifluoro-1-[4-(2-furyl)-3-methylphenyl]butane-1,3-dione), Cl.S(N)(=O)(=O)C1=CC=C(C=C1)NN ((4-sulfamoylphenyl)hydrazine hydrochloride). The solvent is C(C)O (ethanol). Product: O1C(=CC=C1)C1=C(C=C(C=C1)C1=CC(=NN1C1=CC=C(C=C1)S(=O)(=O)N)C(F)(F)F)C (4-[5-[4-(2-Furyl)-3-methylphenyl]-3-(trifluoromethyl)-1H-pyrazol-1-yl]-phenylsulfonamide). Isolated yield 19.9%. As a reaction SMILES: [F:1][C:2]([F:21])([F:20])[C:3](=O)[CH2:4][C:5]([C:7]1[CH:12]=[CH:11][C:10]([C:13]2[O:14][CH:15]=[CH:16][CH:17]=2)=[C:9]([CH3:18])[CH:8]=1)=O.Cl.[S:23]([C:27]1[CH:32]=[CH:31][C:30]([NH:33][NH2:34])=[CH:29][CH:28]=1)(=[O:26])(=[O:25])[NH2:24]>C(O)C>[O:14]1[CH:15]=[CH:16][CH:17]=[C:13]1[C:10]1[CH:11]=[CH:12][C:7]([C:5]2[N:33]([C:30]3[CH:29]=[CH:28][C:27]([S:23]([NH2:24])(=[O:26])=[O:25])=[CH:32][CH:31]=3)[N:34]=[C:3]([C:2]([F:21])([F:20])[F:1])[CH:4]=2)=[CH:8][C:9]=1[CH3:18] |f:1.2|. Procedure: To a stirred soluition of 4,4,4-trifluoro-1-[4-(2-furyl)-3-methylphenyl]butane-1,3-dione (0.53 g, 1.80 mmol) in ethanol (22.5 ml) was added (4-sulfamoylphenyl)hydrazine hydrochloride (0.44 ml, 1.98 mmol), and the mixture was heated at reflux temperature for 16 hours. The mixture was cooled down to room temperature, and concentrated in vacuo. The residue was dissolved in ethyl acetate. washed with brine, dried over MgSO4, and concentrated in vacuo. The residue was purified by flash chromatography... The reactants are COC1=C(C=C(C=C1)N)N1CCN(CC1)C (4-Methoxy-3-(4-methyl-1-piperazinyl)phenylamine), C1(=CC=CC=C1)C=CC=CC(=O)O (5-Phenylpenta-2,4-dienoic acid), S(=O)(Cl)Cl (thionyl chloride), C1(=CC=CC=C1)C (toluene). Solvent: ClCCl (dichloromethane), C(C)N(CC)CC (triethylamine). Reaction conditions: time 1 hour. Yields the product COC1=C(C=C(C=C1)NC(C=CC=CC1=CC=CC=C1)=O)N1CCN(CC1)C (N-(4-Methoxy-3-(4-methyl-1-piperazinyl)phenyl)-5-phenylpenta-2,4-dienamide). The yield is 101.7%. As a reaction SMILES: [C:1]1([CH:7]=[CH:8][CH:9]=[CH:10][C:11]([OH:13])=O)[CH:6]=[CH:5][CH:4]=[CH:3][CH:2]=1.S(Cl)(Cl)=O.C1(C)C=CC=CC=1.[CH3:25][O:26][C:27]1[CH:32]=[CH:31][C:30]([NH2:33])=[CH:29][C:28]=1[N:34]1[CH2:39][CH2:38][N:37]([CH3:40])[CH2:36][CH2:35]1>ClCCl.C(N(CC)CC)C>[CH3:25][O:26][C:27]1[CH:32]=[CH:31][C:30]([NH:33][C:11](=[O:13])[CH:10]=[CH:9][CH:8]=[CH:7][C:1]2[CH:2]=[CH:3][CH:4]=[CH:5][CH:6]=2)=[CH:29][C:28]=1[N:34]1[CH2:35][CH2:36][N:37]([CH3:40])[CH2:38][CH2:39]1. Procedure: 5-Phenylpenta-2,4-dienoic acid (270 mg, 1.55 mmol) was heated at reflux with thionyl chloride (3 ml) and toluene (40 ml) for 2 h, and then evaporated to dryness under reduced pressure. 4-Methoxy-3-(4-methyl-1-piperazinyl)phenylamine (340 mg, 1.55 mmol) in dry dichloromethane (40 ml) was added with triethylamine (1 ml) and the mixture stirred for 1 h. The solution was partitioned between dichloromethane (40 ml) and saturated aqueous potassium carbonate (40 ml), the organic solution dried (sodium ... Reactants: C(C)(C)(C)O[C@@H]1[C@]2(CCC[C@@H]([C@@H]2CCC1)OC(C)=O)C (acetic acid (1S,4aS,5S,8aR)-5-tert-Butoxy-4a-methyl-decahydronaphtalen-1-yl ester), CO (methanol). Run in C(Cl)(Cl)(Cl)Cl (carbon tetrachloride). Reaction conditions: time 15 minute. The product is O[C@@H]1[C@]2(CCC[C@@H]([C@@H]2CCC1)OC(C)=O)C (acetic acid (1S,4aS,5S,8aR)-5-hydroxy-4a-methyl-decahydronaphtalen-1-yl ester). The yield is 88.1%. Reaction SMILES: C([O:5][C@H:6]1[CH2:15][CH2:14][CH2:13][C@@H:12]2[C@:7]1([CH3:20])[CH2:8][CH2:9][CH2:10][C@@H:11]2[O:16][C:17](=[O:19])[CH3:18])(C)(C)C.CO>C(Cl)(Cl)(Cl)Cl>[OH:5][C@H:6]1[CH2:15][CH2:14][CH2:13][C@@H:12]2[C@:7]1([CH3:20])[CH2:8][CH2:9][CH2:10][C@@H:11]2[O:16][C:17](=[O:19])[CH3:18]. Procedure: A solution of 4.08 g (14.45 mMol) of acetic acid (1S,4aS,5S,8aR)-5-tert-Butoxy-4a-methyl-decahydronaphtalen-1-yl ester in 7.25 ml of carbon tetrachloride is treated dropwise under stirring and argon atmosphere with 2.56 ml (18.8 mMol) of trimethylsilyljodide by keeping room temperature. After completed addition the reaction mixture is stirred for another 30 minutes, then 1.79 ml of methanol are added and the reaction kept for 15 minutes. The reaction mixture is evaporated in vacuo to dryness to ... Solvent: C1CCOC1 (THF). Product: C(C)(C)(C)OC(=O)NC1=C2C=NN(C2=CC=C1)C(C(=O)OC)(CC(F)(F)F)C1=CC=C(C=C1)Cl (methyl 2-(4-(tert-butoxycarbonylamino)-1H-indazol-1-yl)-2-(4-chlorophenyl)-4,4,4-trifluorobutanoate). Procedure details: A bottle flask was charged with NaH (580 mg, 14.4 mmol, 60% in oil) and then a solution of methyl 2-(4-(tert-butoxycarbonylamino)-1H-indazol-1-yl)-2-(4-chlorophenyl)acetate (3 g, 7.22 mmol), as described in Example 18 Step C, and 2,2,2-trifluoroethyl trifluoromethanesulfonate (3.35 g, 14.4 mmol) in THF (40 mL) at 0° C. The mixture was stirred for 30 min, quenched with saturated NH4Cl solution (10 mL), extracted with ethyl acetate. The organic layers were washed with brine (15 mL), dried over sod... Run at time 30 minute. Reactants: [H-].[Na+] (NaH), C(C)(C)(C)OC(=O)NC1=C2C=NN(C2=CC=C1)C(C(=O)OC)C1=CC=C(C=C1)Cl (methyl 2-(4-(tert-butoxycarbonylamino)-1H-indazol-1-yl)-2-(4-chlorophenyl)acetate), FC(S(=O)(=O)OCC(F)(F)F)(F)F (2,2,2-trifluoroethyl trifluoromethanesulfonate). Reaction SMILES: [H-].[Na+].[C:3]([O:7][C:8]([NH:10][C:11]1[CH:19]=[CH:18][CH:17]=[C:16]2[C:12]=1[CH:13]=[N:14][N:15]2[CH:20]([C:25]1[CH:30]=[CH:29][C:28]([Cl:31])=[CH:27][CH:26]=1)[C:21]([O:23][CH3:24])=[O:22])=[O:9])([CH3:6])([CH3:5])[CH3:4].FC(F)(F)S(O[CH2:38][C:39]([F:42])([F:41])[F:40])(=O)=O>C1COCC1>[C:3]([O:7][C:8]([NH:10][C:11]1[CH:19]=[CH:18][CH:17]=[C:16]2[C:12]=1[CH:13]=[N:14][N:15]2[C:20]([C:25]1[CH:30]=[CH:29][C:28]([Cl:31])=[CH:27][CH:26]=1)([CH2:38][C:39]([F:42])([F:41])[F:40])[C:21]([O:23][CH3:24])=[O:22])=[O:9])([CH3:6])([CH3:4])[CH3:5] |f:0.1|. Starting materials: C(C)C1=CC=C(C=C1)S(=O)(=O)O (4-ethylbenzenesulfonic acid), C(C)OC(OCC)(OCC)OCC (tetraethylorthocarbonate), C(CC(C)O)O (1,3-butanediol). The solvent is C1(=CC=CC=C1)C (toluene). The product is CC1OC2(OCC1)OC(CCO2)C (2.8-Dimethyl -1,5,7,11-tetraoxaspiro[5.5]undecane). As a reaction SMILES: C(O)CC(O)C.C(C1C=CC(S(O)(=O)=O)=CC=1)C.[CH2:19]([O:21][C:22]([O:29][CH2:30][CH3:31])([O:26][CH2:27][CH3:28])[O:23][CH2:24][CH3:25])[CH3:20]>C1(C)C=CC=CC=1>[CH3:31][CH:30]1[CH2:28][CH2:27][O:26][C:22]2([O:23][CH2:24][CH2:25][CH:19]([CH3:20])[O:21]2)[O:29]1. Reported procedure: See also U.S. Pat. No. 5,808,108. In a 500 mL RB flask equipped with a reflux condenser, a stirrer and a Dean Stark trap, 1,3-butanediol (20.0 g, 0.22 mol), and toluene (350 mL) were added. After placing under nitrogen the resulting solution was heated to reflux for two h to remove water from the mixture. The solution was cooled to RT and 4-ethylbenzenesulfonic acid (0.35 g) and tetraethylorthocarbonate (21.3 g, 0.11 mol) were added. The solution was heated to reflux and the azeotropic mixture c... The reactants are C(=O)(O)CCCOC=1C(=CC=2C(CCC(C2C1)(C)C)(C)C)[Se]C1=CC=C(C(=O)OCC)C=C1 (ethyl 4-[3-(3-carboxypropoxy)-5,5,8,8-tetramethyl-5,6,7,8-tetrahydro-2-naphthylselanyl]benzoate), [OH-].[Na+] (sodium hydroxide), white powder. Run in C1CCOC1.C(C)O (THF ethanol). The product is C(=O)(O)CCCOC=1C(=CC=2C(CCC(C2C1)(C)C)(C)C)[Se]C1=CC=C(C(=O)O)C=C1 (4-[3-(3-Carboxypropoxy)-5,5,8,8-tetramethyl-5,6,7,8-tetrahydro-2-naphthylselanyl)benzoic acid). Reaction SMILES: [C:1]([CH2:4][CH2:5][CH2:6][O:7][C:8]1[C:9]([Se:22][C:23]2[CH:33]=[CH:32][C:26]([C:27]([O:29]CC)=[O:28])=[CH:25][CH:24]=2)=[CH:10][C:11]2[C:12]([CH3:21])([CH3:20])[CH2:13][CH2:14][C:15]([CH3:19])([CH3:18])[C:16]=2[CH:17]=1)([OH:3])=[O:2].[OH-].[Na+]>C1COCC1.C(O)C>[C:1]([CH2:4][CH2:5][CH2:6][O:7][C:8]1[C:9]([Se:22][C:23]2[CH:24]=[CH:25][C:26]([C:27]([OH:29])=[O:28])=[CH:32][CH:33]=2)=[CH:10][C:11]2[C:12]([CH3:21])([CH3:20])[CH2:13][CH2:14][C:15]([CH3:19])([CH3:18])[C:16]=2[CH:17]=1)([OH:3])=[O:2] |f:1.2,3.4|. Procedure: In manner similar to that of Example 2, by reaction of 250 mg (0.46 mmol) of ethyl 4-[3-(3-carboxypropoxy)-5,5,8,8-tetramethyl-5,6,7,8-tetrahydro-2-naphthylselanyl]benzoate with 183 mg (4.6 mmol) of sodium hydroxide in a THF/ethanol mixture (5 ml/5 ml), 172 mg (76%) of a white powder are obtained. m.p.: 230° C.